This data is from the Open Reaction Database (ORD), a public repository of structured organic reaction records. The task is: describe an organic reaction: reactants, conditions, products, and yield The reactants are C=1C=CC(=CC1)P(=O)(C=2C=CC=CC2)N=[N+]=[N-] (DPPA), N#N (N2), C1(=CC=CC=C1)C (toluene), CC(CC(=O)O)C (3-methylbutanoic acid), C1(=CC=CC=C1)C (toluene), Cl.NCC(=O)OCC1=CC=CC=C1 (benzyl 2-aminoacetate hydrochloride), C1(=CC=CC=C1)C (toluene). The solvent is O (water), C(C)N(CC)CC (triethylamine), C(C)N(CC)CC (triethylamine). Conditions: temperature 25 celsius, time 45 minute. Yields the product C(C(C)C)NC(=O)NCC(=O)OCC1=CC=CC=C1 (benzyl 2-(isobutylcarbamoylamino)acetate). Yield: 81.5%. Reaction SMILES: CC(C)C[C:4]([OH:6])=O.C1C=CC(P([N:22]=[N+]=[N-])(C2C=CC=CC=2)=O)=CC=1.N#N.Cl.[NH2:28][CH2:29][C:30]([O:32][CH2:33][C:34]1[CH:39]=[CH:38][CH:37]=[CH:36][CH:35]=1)=[O:31].[C:40]1([CH3:46])[CH:45]=CC=C[CH:41]=1>O.C(N(CC)CC)C>[CH2:41]([NH:22][C:4]([NH:28][CH2:29][C:30]([O:32][CH2:33][C:34]1[CH:39]=[CH:38][CH:37]=[CH:36][CH:35]=1)=[O:31])=[O:6])[CH:40]([CH3:46])[CH3:45] |f:3.4|. Procedure details: Charge 3-methylbutanoic acid (106.36 g), toluene (800 ml) and triethylamine (126.46 g) into a 3-neck flask (R1). Heat R1 to 90° C. Add a solution of DPPA (289.3 g) in toluene (400 ml) slowly (Care: N2 released). Stir R1 at 90° C. for 30-60 mins, then cool to 20-30° C. In a separate flask (R2) charge benzyl 2-aminoacetate hydrochloride (200 g), triethylamine (150.54 g), and toluene (1000 ml) and stir at 20-30° C. for 1-2 hours. Add the R1 mixture into R2 drop wise slowly via addition funnel at 20...